This data is from the Open Reaction Database (ORD), a public repository of structured organic reaction records. The task is: describe an organic reaction: reactants, conditions, products, and yield Reactants: OC=1C=C(C=CC=O)C=CC1O (3,4-dihydroxycinnamaldehyde), C(#N)CC(=O)NC(=O)OCC (N-cyanoacetylurethane). Product: C(C)OC(NC(\C(=C\C=C\C1=CC(=C(C=C1)O)O)\C#N)=O)=O ((E,E)-[2-Cyano-5-(3,4-dihydroxyphenyl)-penta-2,4-dienoyl]carbamic acid ethyl ester). As a reaction SMILES: [OH:1][C:2]1[CH:3]=[C:4]([CH:9]=[CH:10][C:11]=1[OH:12])[CH:5]=[CH:6][CH:7]=O.[C:13]([CH2:15][C:16]([NH:18][C:19]([O:21][CH2:22][CH3:23])=[O:20])=[O:17])#[N:14]>>[CH2:22]([O:21][C:19](=[O:20])[NH:18][C:16](=[O:17])/[C:15](/[C:13]#[N:14])=[CH:7]/[CH:6]=[CH:5]/[C:4]1[CH:9]=[CH:10][C:11]([OH:12])=[C:2]([OH:1])[CH:3]=1)[CH3:23]. Procedure: The compound was prepared as described in Example 3 by adding 3,4-dihydroxycinnamaldehyde (32 mg, 0.2 mmol) to N-cyanoacetylurethane (32 mg, 0.2 mmol). After refluxing for 1 h and recrystallization from ethanol-water an orange solid was obtained (54 mg, 90%). The product gave the following analytical data: